This data is from the Open Reaction Database (ORD), a public repository of structured organic reaction records. The task is: describe an organic reaction: reactants, conditions, products, and yield Reactants: CC(=O)OI1(C=2C=CC=CC2C(=O)O1)(OC(=O)C)OC(=O)C (Dess-Martin periodinane), C(=O)(OC(C)(C)C)N[C@@H](C(C)C)CO (N-Boc-L-valinol), S(=S)(=O)([O-])[O-].[Na+].[Na+] (sodium thiosulfate), C([O-])(O)=O.[Na+] (sodium bicarbonate). The solvent is ClCCl (dichloromethane), ClCCl (dichloromethane), C(C)OCC (diethyl ether). Run at time 3 hour. Product: C(C)(C)(C)OC(NC(C(C)C)C=O)=O ((1-formyl-2-methyl-propyl)-carbamic acid tert-butyl ester). RXN SMILES: CC(OI1(OC(C)=O)(OC(C)=O)OC(=O)C2C=CC=CC1=2)=O.[C:23]([NH:30][C@H:31]([CH2:35][OH:36])[CH:32]([CH3:34])[CH3:33])([O:25][C:26]([CH3:29])([CH3:28])[CH3:27])=[O:24].C(=O)(O)[O-].[Na+].S([O-])([O-])(=O)=S.[Na+].[Na+]>ClCCl.C(OCC)C>[C:26]([O:25][C:23](=[O:24])[NH:30][CH:31]([CH:35]=[O:36])[CH:32]([CH3:33])[CH3:34])([CH3:27])([CH3:29])[CH3:28] |f:2.3,4.5.6|. Reported procedure: To a solution of Dess-Martin periodinane (3.12 g, 0.0073 mol, 1.5 eq) in dichloromethane (25 mL) was added a solution of N-Boc-L-valinol (1 g, 0.0049 mol, 1 eq) in dichloromethane (25 mL). The reaction mixture was stirred at room temperature for 3 h and was diluted with diethyl ether (50 mL). The mixture was poured into an aqueous saturated solution of sodium bicarbonate (100 mL) containing sodium thiosulfate (8.16 g, 10.5 eq). The mixture was stirred for 30 min and the layers were separated. Th... Reactants: ClCCl, O=[Cr](=O)([O-])O[Cr](=O)(=O)[O-], COc1cc2cc(CO)ccc2c(OC)c1OC, c1cc[nH+]cc1, c1cc[nH+]cc1. Yields the product COc1cc2cc(C=O)ccc2c(OC)c1OC. Reaction SMILES: [Cl:40][CH2:41][Cl:42].[Cr:19]([O:20][Cr:21]([O-:22])(=[O:23])=[O:24])([O-:25])(=[O:26])=[O:27].[OH:1][CH2:2][c:3]1[cH:4][c:5]2[cH:6][c:7]([O:17][CH3:18])[c:8]([O:15][CH3:16])[c:9]([O:13][CH3:14])[c:10]2[cH:11][cH:12]1.[nH+:28]1[cH:29][cH:30][cH:31][cH:32][cH:33]1.[nH+:34]1[cH:35][cH:36][cH:37][cH:38][cH:39]1>>[O:1]=[CH:2][c:3]1[cH:4][c:5]2[cH:6][c:7]([O:17][CH3:18])[c:8]([O:15][CH3:16])[c:9]([O:13][CH3:14])[c:10]2[cH:11][cH:12]1. Starting materials: S(=O)(Cl)Cl (Thionyl chloride), OCCCCCCC1=C(N(C2=CC=CC=C12)C)C=1C=NC=CC1 (3-(6-hydroxyhexyl)-1methyl-2-(3-pyridyl)indole), C([O-])(O)=O.[Na+] (sodium bicarbonate). Conditions: time 1 hour. Yields the product ClCCCCCCC1=C(N(C2=CC=CC=C12)C)C=1C=NC=CC1 (3-(6-chlorohexyl)-1-methyl-2-(3-pyridyl)indole). As a reaction SMILES: S(Cl)([Cl:3])=O.O[CH2:6][CH2:7][CH2:8][CH2:9][CH2:10][CH2:11][C:12]1[C:20]2[C:15](=[CH:16][CH:17]=[CH:18][CH:19]=2)[N:14]([CH3:21])[C:13]=1[C:22]1[CH:23]=[N:24][CH:25]=[CH:26][CH:27]=1.C(=O)(O)[O-].[Na+]>>[Cl:3][CH2:6][CH2:7][CH2:8][CH2:9][CH2:10][CH2:11][C:12]1[C:20]2[C:15](=[CH:16][CH:17]=[CH:18][CH:19]=2)[N:14]([CH3:21])[C:13]=1[C:22]1[CH:23]=[N:24][CH:25]=[CH:26][CH:27]=1 |f:2.3|. Procedure details: Thionyl chloride (0.36 ml) is combined with 3-(6-hydroxyhexyl)-1methyl-2-(3-pyridyl)indole (1.37 g) at 0°. The mixture is then stirred at room temperature for 1 hour. Saturated aqueous sodium bicarbonate is added and the mixture is extracted with dichloromethane. The extract is washed with brine, dried over anhydrous magnesium sulfate and concentrated in vacuo to yield the crude chloride, 3-(6-chlorohexyl)-1-methyl-2-(3-pyridyl)indole. 3-(6-Chlorohexyl)-1-methyl-2-(3-pyridyl)indole (0.5 g) is co... Starting materials: [O-][Br+2]([O-])[O-], CC(=O)O, [Na+], CN(C)C=O, OCc1ccccc1. Product: O=Cc1ccccc1. Reaction SMILES: [Br+2:13]([O-:14])([O-:15])[O-:16].[CH3:9][C:10](=[O:11])[OH:12].[Na+:17].[O:18]=[CH:19][N:20]([CH3:21])[CH3:22].[OH:1][CH2:2][c:3]1[cH:4][cH:5][cH:6][cH:7][cH:8]1>>[O:1]=[CH:2][c:3]1[cH:4][cH:5][cH:6][cH:7][cH:8]1. Reactants: C1(=CC=CC=C1)[Mg]Br (phenylmagnesium bromide), O1CCCC1 (tetrahydrofuran), O1CCCC1 (tetrahydrofuran), C(C)(C)N1CC(OCC1=O)C(=O)OC=1C=C2C(CCC2=CC1)C (4-isopropyl-2-(3-methyl-1-oxo-5-indanyloxymethyl)-5-oxomorpholine), O1CCCC1 (tetrahydrofuran). Run in O (water), C(C)(=O)OCC (ethyl acetate), C(C)(=O)OCC (ethyl acetate), O (water), C(Cl)(Cl)Cl (chloroform). Reaction conditions: time 30 minute. Product: OC(C1=CC=CC=C1)(C1CN(C(CO1)=O)C(C)C)OC=1C=C2C(CCC2=CC1)C (2-(1-hydroxy-3-methyl-1-phenyl-5-indanyloxymethyl)-4-isopropyl-5-oxomorpholine). Isolated yield 82.3%. As a reaction SMILES: [C:1]1([Mg]Br)[CH:6]=[CH:5][CH:4]=[CH:3][CH:2]=1.O1CCCC1.[CH:14]([N:17]1[C:22](=[O:23])[CH2:21][O:20][CH:19]([C:24]([O:26][C:27]2[CH:28]=[C:29]3[C:33](=[CH:34][CH:35]=2)[CH2:32][CH2:31][CH:30]3[CH3:36])=[O:25])[CH2:18]1)([CH3:16])[CH3:15]>C(Cl)(Cl)Cl.C(OCC)(=O)C.O>[OH:25][C:24]([O:26][C:27]1[CH:28]=[C:29]2[C:33](=[CH:34][CH:35]=1)[CH2:32][CH2:31][CH:30]2[CH3:36])([CH:19]1[O:20][CH2:21][C:22](=[O:23])[N:17]([CH:14]([CH3:15])[CH3:16])[CH2:18]1)[C:1]1[CH:6]=[CH:5][CH:4]=[CH:3][CH:2]=1. Reported procedure: A solution of 2.7 g. of phenylmagnesium bromide in 30 ml. of tetrahydrofuran was added dropwise to a mixture of 3.17 g, of 4-isopropyl-2-(3-methyl-1-oxo-5-indanyloxymethyl)-5-oxomorpholine and 200 ml. of tetrahydrofuran with stirring at room temperature and the mixture was further stirred for 30 minutes. Then, adding a small amount of water to the reaction mixture, tetrahydrofuran was distilled off from the reaction mixture under reduced pressure. To the residue formed were added 100 ml. of ethy... Reaction conditions: time 30 minute. Reaction SMILES: [S:1]1[CH:5]=[CH:4][CH:3]=[C:2]1[C:6]1[O:7][C:8]2[CH:14]=[CH:13][C:12]([C:15](OC)=[O:16])=[CH:11][C:9]=2[N:10]=1.[H-].[Al+3].[Li+].[H-].[H-].[H-].O.Cl>O1CCCC1>[S:1]1[CH:5]=[CH:4][CH:3]=[C:2]1[C:6]1[O:7][C:8]2[CH:14]=[CH:13][C:12]([CH2:15][OH:16])=[CH:11][C:9]=2[N:10]=1 |f:1.2.3.4.5.6|. The product is S1C(=CC=C1)C=1OC2=C(N1)C=C(C=C2)CO (2-(2-thienyl)-5-benzoxazolyl methanol). Reported procedure: To a solution of methyl 2-(2-thienyl)-5-benzoxazolecarboxylate (1.50 g) in tetrahydrofuran (30 ml) was slowly added lithium aluminum hydride (220 mg) at 0° C., stirred for 30 minutes. To the reaction mixture was added water, which was made acidic with 1N-hydrochloric acid, and extracted with ethyl acetate. The ethyl acetate layer was washed with water, dried (MgSO4), and concentrated under reduced pressure. The residue was subjected to a silica gel column chromatography. From the fraction eluted... Run in O1CCCC1 (tetrahydrofuran). Isolated yield 77.0%. Reactants: S1C(=CC=C1)C=1OC2=C(N1)C=C(C=C2)C(=O)OC (methyl 2-(2-thienyl)-5-benzoxazolecarboxylate), Cl (hydrochloric acid), [H-].[Al+3].[Li+].[H-].[H-].[H-] (lithium aluminum hydride), O (water). Yields the product COC(=O)C1C(C2=C(OCC1)C=C(C(=C2)Cl)Cl)=O (7,8-Dichloro-5-oxo-2,3,4,5-tetrahydro-benzo[b]oxepine-4-carboxylic acid methyl ester). Reactants: [H-].[Na+] (sodiumhydride), COC(OC)=O (dimethylcarbonate), ClC1=CC2=C(OCCCC2=O)C=C1Cl (7,8-Dichloro-3,4-dihydro-2H-benzo[b]oxepin-5-one), COC(OC)=O (dimethylcarbonate), Cl (hydrochloric acid). Conditions: time 8 hour. Reported procedure: A suspension of sodiumhydride in parrafin (0.35 g, 60%) was added to 5 ml dimethylcarbonate. To this suspension 7,8-Dichloro-3,4-dihydro-2H-benzo[b]oxepin-5-one (4.3 mmol) dissolved in 2 ml dimethylcarbonate was added dropwise at room temperature. The mixture was refluxed for two hours, cooled to room temperature and stirred overnight. 25 ml of 2 mol/l hydrochloric acid were added to the mixture. The resulting solution was extracted by ethyl acetate. The organic phase was dried over sodiumsulfat... As a reaction SMILES: [H-].[Na+].[Cl:3][C:4]1[C:15]([Cl:16])=[CH:14][C:7]2[O:8][CH2:9][CH2:10][CH2:11][C:12](=[O:13])[C:6]=2[CH:5]=1.Cl.[CH3:18][O:19][C:20](=O)[O:21]C>>[CH3:18][O:19][C:20]([CH:11]1[CH2:10][CH2:9][O:8][C:7]2[CH:14]=[C:15]([Cl:16])[C:4]([Cl:3])=[CH:5][C:6]=2[C:12]1=[O:13])=[O:21] |f:0.1|. The yield is 40.0%.